This data is from the Open Reaction Database (ORD), a public repository of structured organic reaction records. The task is: describe an organic reaction: reactants, conditions, products, and yield Starting materials: ClC1=C(C=CC(=C1)S(=O)(=O)Cl)C (2-chloro-toluene-4-sulfonic acid chloride), N (NH3). Solvent: C(Cl)(Cl)Cl (CHCl3). Run at time 10 minute. Yields the product ClC1=C(C=CC(=C1)S(N)(=O)=O)C (2-Chloro-4-sulfamoyltoluene). Reaction SMILES: [Cl:1][C:2]1[CH:7]=[C:6]([S:8](Cl)(=[O:10])=[O:9])[CH:5]=[CH:4][C:3]=1[CH3:12].[NH3:13]>C(Cl)(Cl)Cl>[Cl:1][C:2]1[CH:7]=[C:6]([S:8](=[O:10])(=[O:9])[NH2:13])[CH:5]=[CH:4][C:3]=1[CH3:12]. Procedure: 8 g of 2-chloro-toluene-4-sulfonic acid chloride is dissolved in 25 ml of CHCl3 and slowly stirred into 100 ml of concentrated NH3 solution. After 10 minutes of stirring at room temperature, the solution is concentrated by evaporation to one-half of its original volume. The substance is suctioned off, washed with water and dried. 2-Chloro-4-sulfamoyltoluene is obtained. Starting materials: O1CCOC12CCC(CC2)C2=CNC1=CC=CC=C21 (3-(1,4-Dioxa-spiro[4,5]dec-8-yl)-1H-indole), O1CCOC12CC=C(CC2)C2=NNC1=CC=CC=C21 (3-(1,4-dioxa-spiro[4,5]dec-7-en-8-yl)-1H-azaindole). Yields the product O1CCOC12CCC(CC2)C2=NNC1=CC=CC=C21 (3-(1,4-Dioxa-spiro[4,5]dec-8-yl)-1H-azaindole). The yield is 66.6%. Reaction SMILES: O1C2(CCC(C3C4C(=CC=CC=4)NC=3)CC2)OCC1.[O:20]1[C:24]2([CH2:29][CH2:28][C:27]([C:30]3[C:38]4[C:33](=[CH:34][CH:35]=[CH:36][CH:37]=4)[NH:32][N:31]=3)=[CH:26][CH2:25]2)[O:23][CH2:22][CH2:21]1>>[O:23]1[C:24]2([CH2:29][CH2:28][CH:27]([C:30]3[C:38]4[C:33](=[CH:34][CH:35]=[CH:36][CH:37]=4)[NH:32][N:31]=3)[CH2:26][CH2:25]2)[O:20][CH2:21][CH2:22]1. Procedure: This compound was prepared in the manner described above for intermediate 2a by replacing 3-(1,4-dioxa-spiro[4,5]dec-7-en-8-yl)-1H-indole (7.18 g) with 3-(1,4-dioxa-spiro[4,5]dec-7-en-8-yl)-1H-azaindole (4.02 g) to afford 2.7 g (67%) of the title compound as a white solid: mp 204-207° C. Reactants: Cc1cccc(C=Cc2ccc(C(=O)OC(C)(C)C)c(Nc3ccc(F)cc3)c2)c1, O=C(O)C(F)(F)F. Product: Cc1cccc(C=Cc2ccc(C(=O)O)c(Nc3ccc(F)cc3)c2)c1. Reaction SMILES: [F:1][c:2]1[cH:3][cH:4][c:5]([NH:6][c:7]2[c:8]([C:9](=[O:10])[O:11][C:12]([CH3:13])([CH3:14])[CH3:15])[cH:16][cH:17][c:18]([CH:20]=[CH:21][c:22]3[cH:23][c:24]([CH3:28])[cH:25][cH:26][cH:27]3)[cH:19]2)[cH:29][cH:30]1.[OH:31][C:32]([C:33]([F:34])([F:35])[F:36])=[O:37]>>[F:1][c:2]1[cH:3][cH:4][c:5]([NH:6][c:7]2[c:8]([C:9](=[O:10])[OH:11])[cH:16][cH:17][c:18]([CH:20]=[CH:21][c:22]3[cH:23][c:24]([CH3:28])[cH:25][cH:26][cH:27]3)[cH:19]2)[cH:29][cH:30]1. Starting materials: CCCCOC(C)OC(C)O, O=C(O)CS. Product: CCCCOC(C)OC(C)OC(=O)CS. As a reaction SMILES: [CH2:6]([CH2:7][CH2:8][CH3:9])[O:10][CH:11]([CH3:12])[O:13][CH:14]([CH3:15])[OH:16].[OH:1][C:2](=[O:3])[CH2:4][SH:5]>>[O:1]([C:2](=[O:3])[CH2:4][SH:5])[CH:14]([O:13][CH:11]([O:10][CH2:6][CH2:7][CH2:8][CH3:9])[CH3:12])[CH3:15].